Dataset: the Open Reaction Database (ORD), a public repository of structured organic reaction records. Task: describe an organic reaction: reactants, conditions, products, and yield Starting materials: C(C1=CC=CC=C1)C=1C=C(C(=O)N)C=CC1 (3-(benzyl)benzamide), COCCO[AlH2-]OCCOC.[Na+] (Red-Al), [H-].COCCO[Al+]OCCOC.[Na+].[H-] (sodium bis(2-methoxyethoxy)aluminum hydride). Run in C1(=CC=CC=C1)C (toluene), C1(=CC=CC=C1)C (toluene). Run at temperature 60 celsius. Yields the product C(C1=CC=CC=C1)C=1C=C(CN)C=CC1 (3-(benzyl)benzyl amine). As a reaction SMILES: [CH2:1]([C:8]1[CH:9]=[C:10]([CH:14]=[CH:15][CH:16]=1)[C:11]([NH2:13])=O)[C:2]1[CH:7]=[CH:6][CH:5]=[CH:4][CH:3]=1.COCCO[AlH2-]OCCOC.[Na+].[H-].COCCO[Al+]OCCOC.[Na+].[H-]>C1(C)C=CC=CC=1>[CH2:1]([C:8]1[CH:9]=[C:10]([CH:14]=[CH:15][CH:16]=1)[CH2:11][NH2:13])[C:2]1[CH:3]=[CH:4][CH:5]=[CH:6][CH:7]=1 |f:1.2,3.4.5.6|. Procedure details: To a solution of 3-(benzyl)benzamide (0.0094 moles) from Step B in 70 of toluene was added 8 mL of Red-Al® (65+wt. % solution of sodium bis(2-methoxyethoxy)aluminum hydride in toluene, Aldrich) (CAUTION—reaction very exothermic). The reaction mixture was then heated at 60° C. for 2 hours and then poured over ice. The resulting mixture was extracted with ethyl acetate and the combined extracts were washed with water and brine. The organic layer was extracted with 1N HCl and the aqueous layer wash... The reactants are O=C([O-])[O-], CCOC(=O)C(C)C(=O)OCC, CN(C)C=O, [K+], [K+], CCOC(=O)c1cc([N+](=O)[O-])cc2sc3ccccc3c(=O)c12. Reaction SMILES: [C:36](=[O:37])([O-:38])[O-:39].[CH3:24][CH:25]([C:26](=[O:27])[O:28][CH2:29][CH3:30])[C:31](=[O:32])[O:33][CH2:34][CH3:35].[CH3:42][N:43]([CH3:44])[CH:45]=[O:46].[K+:40].[K+:41].[N+:1]([O-:2])(=[O:3])[c:4]1[cH:5][c:6]([C:19](=[O:20])[O:21][CH2:22][CH3:23])[c:7]2[c:8](=[O:18])[c:9]3[cH:10][cH:11][cH:12][cH:13][c:14]3[s:15][c:16]2[cH:17]1>>[c:4]1([CH2:24][CH:25]([C:26](=[O:27])[O:28][CH2:29][CH3:30])[C:31](=[O:32])[O:33][CH2:34][CH3:35])[cH:5][c:6]([C:19](=[O:20])[O:21][CH2:22][CH3:23])[c:7]2[c:8](=[O:18])[c:9]3[cH:10][cH:11][cH:12][cH:13][c:14]3[s:15][c:16]2[cH:17]1. Product: CCOC(=O)c1cc(CC(C(=O)OCC)C(=O)OCC)cc2sc3ccccc3c(=O)c12. Reactants: ClCCl (dichloromethane), crude product, NCCCOC=1C=NC(=NC1)N1C(=NC(=C(C1=O)CC1=CC=C(C=C1)C=1C(=CC=CC1)C#N)CCCC)C (4′-{{1-[5-(3-aminopropoxy)pyrimidin-2-yl]-4-butyl-2-methyl-6-oxo-1,6-dihydropyrimidin-5-yl}methyl}biphenyl-2-carbonitrile), N1=CC=CC=C1 (pyridine), C(C)(=O)Cl (acetyl chloride). Solvent: O (water). Conditions: time 8 hour. The product is C(CCC)C=1N=C(N(C(C1CC1=CC=C(C=C1)C1=C(C=CC=C1)C#N)=O)C1=NC=C(C=N1)OCCCNC(C)=O)C (N-{3-{2-{4-butyl-5-[(2′-cyanobiphenyl-4-yl)methyl]-2-methyl-6-oxopyrimidin-1 (6H)-yl}pyrimidin-5-yl oxy}propyl}acetamide). Yield: 71.8%. Reaction SMILES: ClCCl.[NH2:4][CH2:5][CH2:6][CH2:7][O:8][C:9]1[CH:10]=[N:11][C:12]([N:15]2[C:20](=[O:21])[C:19]([CH2:22][C:23]3[CH:28]=[CH:27][C:26]([C:29]4[C:30]([C:35]#[N:36])=[CH:31][CH:32]=[CH:33][CH:34]=4)=[CH:25][CH:24]=3)=[C:18]([CH2:37][CH2:38][CH2:39][CH3:40])[N:17]=[C:16]2[CH3:41])=[N:13][CH:14]=1.N1C=CC=CC=1.[C:48](Cl)(=[O:50])[CH3:49]>O>[CH2:37]([C:18]1[N:17]=[C:16]([CH3:41])[N:15]([C:12]2[N:13]=[CH:14][C:9]([O:8][CH2:7][CH2:6][CH2:5][NH:4][C:48](=[O:50])[CH3:49])=[CH:10][N:11]=2)[C:20](=[O:21])[C:19]=1[CH2:22][C:23]1[CH:28]=[CH:27][C:26]([C:29]2[CH:34]=[CH:33][CH:32]=[CH:31][C:30]=2[C:35]#[N:36])=[CH:25][CH:24]=1)[CH2:38][CH2:39][CH3:40]. Reported procedure: Process 3: To the dichloromethane (1 mL) solution of the crude product of 4′-{{1-[5-(3-aminopropoxy)pyrimidin-2-yl]-4-butyl-2-methyl-6-oxo-1,6-dihydropyrimidin-5-yl}methyl}biphenyl-2-carbonitrile (45 mg), pyridine (9.7 mg, 0.123 mmol) and acetyl chloride (8.3 mg, 0.106 mmol) were added and stirred at room temperature overnight. The reaction mixture was added water, and extracted with ethyl acetate. The organic layer was combined, washed with water and brine, and dried over anhydrous sodium sulfa... Reactants: CCCC[N+](CCCC)(CCCC)CCCC.[F-] (TBAF), [Si](C)(C)(C(C)(C)C)OCC(C1=CC=C(C=C1)Cl)C1(CC1)NC(OC(C)(C)C)=O (tert-butyl 1-(2-(tert-butyldimethylsilyloxy)-1-(4-chlorophenyl)ethyl)cyclopropylcarbamate), [NH4+].[Cl-] (NH4Cl). The solvent is C1CCOC1 (THF). Conditions: time 2 hour. The product is ClC1=CC=C(C=C1)C(CO)C1(CC1)NC(OC(C)(C)C)=O (tert-butyl 1-(1-(4-chlorophenyl)-2-hydroxyethyl)cyclopropylcarbamate). Isolated yield 78.4%. RXN SMILES: CCCC[N+](CCCC)(CCCC)CCCC.[F-].[Si]([O:26][CH2:27][CH:28]([C:36]1([NH:39][C:40](=[O:46])[O:41][C:42]([CH3:45])([CH3:44])[CH3:43])[CH2:38][CH2:37]1)[C:29]1[CH:34]=[CH:33][C:32]([Cl:35])=[CH:31][CH:30]=1)(C(C)(C)C)(C)C.[NH4+].[Cl-]>C1COCC1>[Cl:35][C:32]1[CH:33]=[CH:34][C:29]([CH:28]([C:36]2([NH:39][C:40](=[O:46])[O:41][C:42]([CH3:44])([CH3:43])[CH3:45])[CH2:37][CH2:38]2)[CH2:27][OH:26])=[CH:30][CH:31]=1 |f:0.1,3.4|. Procedure: TBAF (2.8 g, 8.9 mmol) was added to a stirred solution of tert-butyl 1-(2-(tert-butyldimethylsilyloxy)-1-(4-chlorophenyl)ethyl)cyclopropylcarbamate (1.9 g, 4.5 mmol) in THF (80 mL). The mixture was stirred at room temperature for 2 hours. Saturated NH4Cl solution was added to the reaction. The mixture was extracted with ether. The combined organic layer was washed with brine, dried and concentrated. The residue was purified by column (hexane:EtOAc, 20:1 to 4:1) to give tert-butyl 1-(1-(4-chlorop... Starting materials: C(C)OC(=O)[C@@]12NC([C@@]3(C[C@H](CN3C([C@H](CCCC/C=C/[C@@H]2C1)C(=O)OC(C)(C)C)=O)OC1=CC(=NC2=CC(=CC=C12)OC)C1=CC=CC=C1)N)=O ((1S,4R,6S,13S,17R)-7-trans-13-tert-butoxycarbonyl-amino-17-(7-methoxy-2-phenylquin-olin-4-yloxy)-2,14-dioxo-3,15-diazatricyclo-[13.3.0.04,6]octadec-7-ene-4-carboxylic acid ethyl ester), [Li+].[OH-] (LiOH). The solvent is C1CCOC1.O.CO (THF H2O MeOH). The product is C(C)(C)(C)OC(=O)N[C@H]1CCCC/C=C/[C@@H]2C[C@]2(NC([C@@H]2C[C@H](CN2C1=O)OC1=CC(=NC2=CC(=CC=C12)OC)C1=CC=CC=C1)=O)C(=O)O ((1S,4R,6S,13S,17R)-7-trans-13-tert-butoxycar-bonylamino-17-(7-methoxy-2-phenylquinolin-4-yloxy)-2,14-dioxo-3,15-diazatricyclo[13.3.0.04,6]octadec-7-ene-4-carboxylic acid). Yield: 198.4%. Reaction SMILES: C([O:3][C:4]([C@@:6]12[CH2:23][C@H:22]1[CH:21]=[CH:20][CH2:19][CH2:18][CH2:17][CH2:16][C@H:15](C(OC(C)(C)C)=O)[C:14](=[O:31])[N:13]1[C@@:9](N)([CH2:10][C@@H:11]([O:32][C:33]3[C:42]4[C:37](=[CH:38][C:39]([O:43][CH3:44])=[CH:40][CH:41]=4)[N:36]=[C:35]([C:45]4[CH:50]=[CH:49][CH:48]=[CH:47][CH:46]=4)[CH:34]=3)[CH2:12]1)[C:8](=[O:52])[NH:7]2)=[O:5])C.[Li+].[OH-:54]>C1COCC1.O.CO>[C:6]([O:54][C:14]([NH:13][C@@H:15]1[C:14](=[O:31])[N:13]2[C@@H:9]([CH2:10][C@@H:11]([O:32][C:33]3[C:42]4[C:37](=[CH:38][C:39]([O:43][CH3:44])=[CH:40][CH:41]=4)[N:36]=[C:35]([C:45]4[CH:46]=[CH:47][CH:48]=[CH:49][CH:50]=4)[CH:34]=3)[CH2:12]2)[C:8](=[O:52])[NH:7][C@@:6]2([C:4]([OH:3])=[O:5])[C@@H:22]([CH2:23]2)[CH:21]=[CH:20][CH2:19][CH2:18][CH2:17][CH2:16]1)=[O:31])([CH3:23])([CH3:22])[CH3:4] |f:1.2,3.4.5|. Procedure details: Following the experimental and purification procedure of Step 2i, (1S,4R,6S,13S,17R)-7-trans-13-tert-butoxycarbonyl-amino-17-(7-methoxy-2-phenylquin-olin-4-yloxy)-2,14-dioxo-3,15-diazatricyclo-[13.3.0.04,6]octadec-7-ene-4-carboxylic acid ethyl ester (185 mg, 0.265 mmol) was reacted with 64 mg (1.6 mmol) of LiOH in 15.5 mL of 9:5:1.5 of THF/H2O/MeOH to afford (1S,4R,6S,13S,17R)-7-trans-13-tert-butoxycar-bonylamino-17-(7-methoxy-2-phenylquinolin-4-yloxy)-2,14-dioxo-3,15-diazatricyclo[13.3.0.04,6]o... Reactants: C1(=CC=CC=C1)S (thiophenol), benzene-paraformaldehyde, Cl (hydrochloric acid), C=O (paraformaldehyde), C1=CC=CC=C1 (benzene). Conditions: temperature 31 celsius, time 18 hour. Yields the product C1(=CC=CC=C1)SCCl (phenylthiomethyl chloride). Yield: 73.2%. RXN SMILES: C=O.[ClH:3].[C:4]1([SH:10])C=CC=CC=1.[CH:11]1[CH:16]=[CH:15][CH:14]=[CH:13][CH:12]=1>>[C:11]1([S:10][CH2:4][Cl:3])[CH:16]=[CH:15][CH:14]=[CH:13][CH:12]=1. Reported procedure: With stirring, 37.5 grams (1.25 moles) of paraformaldehyde was added to 250 ml of benzene. To the benzene-paraformaldehyde mixture 500 ml of concentrated hydrochloric acid was added slowly at ambient temperature. The mixture was then heated at 31° C. for 30 minutes, and 110 grams of thiophenol was added. Upon complete addition the reaction mixture was heated at 50°-55° C. for 2 hours, then allowed to cool to ambient temperature where it stood for 18 hours. The reaction mixture was separated and ...